describe an organic reaction: reactants, conditions, products, and yield From a dataset of the Open Reaction Database (ORD), a public repository of structured organic reaction records. Reactants: C(C)NC(C1=CC(=C(C=C1)[N+](=O)[O-])OCC1=CC=CC=C1)=O (N-Ethyl-3-benzyloxy-4-nitrobenzamide), [Sn](Cl)Cl (tin(II) chloride). Run in C(C)(=O)OCC (ethyl acetate), CO (methanol). Reaction conditions: time 21 hour. Product: C(C)NC(C1=CC(=C(C=C1)N)OCC1=CC=CC=C1)=O (N-ethyl-4-amino-3-benzyloxybenzamide). Isolated yield 87.8%. Reaction SMILES: [CH2:1]([NH:3][C:4](=[O:22])[C:5]1[CH:10]=[CH:9][C:8]([N+:11]([O-])=O)=[C:7]([O:14][CH2:15][C:16]2[CH:21]=[CH:20][CH:19]=[CH:18][CH:17]=2)[CH:6]=1)[CH3:2].[Sn](Cl)Cl>C(OCC)(=O)C.CO>[CH2:1]([NH:3][C:4](=[O:22])[C:5]1[CH:10]=[CH:9][C:8]([NH2:11])=[C:7]([O:14][CH2:15][C:16]2[CH:17]=[CH:18][CH:19]=[CH:20][CH:21]=2)[CH:6]=1)[CH3:2]. Procedure details: N-Ethyl-3-benzyloxy-4-nitrobenzamide (5.40 g, 18.0 mmol) obtained in Example 312b) was dissolved in ethyl acetate (60 ml) and methanol (40 ml), anhydrous tin(II) chloride (17.6 g, 89.9 mmol, 5.0 eq.) was added, and the mixture was stirred at room temperature for 21 hr. The reaction mixture was concentrated, and methanol was evaporated. The residue was diluted with ethyl acetate (200 ml) and mixed with 1.44N sodium hydroxide (150 ml). The obtained suspension was filtered through celite (diameter ... Starting materials: Cl (HCl), O1CCOCC1 (1,4-dioxane), OC(=O)C(F)(F)F.FC1=CC2=C(N=C(S2)NC(=O)N2C(CN(CC2)C(=O)OC(C)(C)C)COC=2C=NC=CC2)C=C1 (tert-butyl 4-(6-fluorobenzo[d]thiazol-2-ylcarbamoyl)-3-((pyridin-3-yloxy)methyl)piperazine-1-carboxylate TFA salt). Solvent: CO (MeOH). Conditions: time 1 hour. Yields the product Cl.Cl.FC1=CC2=C(N=C(S2)NC(=O)N2C(CNCC2)COC=2C=NC=CC2)C=C1 (N-(6-fluorobenzo[d]thiazol-2-yl)-2-((pyridin-3-yloxy)methyl)piperazine-1-carboxamide dihydrochloride). Yield: 90.0%. Reaction SMILES: [ClH:1].O1CCOCC1.OC(C(F)(F)F)=O.[F:15][C:16]1[CH:48]=[CH:47][C:19]2[N:20]=[C:21]([NH:23][C:24]([N:26]3[CH2:31][CH2:30][N:29](C(OC(C)(C)C)=O)[CH2:28][CH:27]3[CH2:39][O:40][C:41]3[CH:42]=[N:43][CH:44]=[CH:45][CH:46]=3)=[O:25])[S:22][C:18]=2[CH:17]=1>CO>[ClH:1].[ClH:1].[F:15][C:16]1[CH:48]=[CH:47][C:19]2[N:20]=[C:21]([NH:23][C:24]([N:26]3[CH2:31][CH2:30][NH:29][CH2:28][CH:27]3[CH2:39][O:40][C:41]3[CH:42]=[N:43][CH:44]=[CH:45][CH:46]=3)=[O:25])[S:22][C:18]=2[CH:17]=1 |f:2.3,5.6.7|. Reported procedure: 4 M HCl in 1,4-dioxane (6 mL, 24 mmol) was added to a solution of tert-butyl 4-(6-fluorobenzo[d]thiazol-2-ylcarbamoyl)-3-((pyridin-3-yloxy)methyl)piperazine-1-carboxylate TFA salt (122 mg, 0.203 mmol) in MeOH (1 mL). After 1 h, the reaction mixture was concentrated under reduced pressure, yielding 83.9 mg (90%) of the title compound as a white solid. LC-MS: RT=4.61 min, [M+H]+=388.1.